This data is from the Open Reaction Database (ORD), a public repository of structured organic reaction records. The task is: describe an organic reaction: reactants, conditions, products, and yield The reactants are M-dichloromethane, B(Br)(Br)Br (boron tribromide), ClCCl (dichloromethane), COC=1C=C(C=CC1)C1=CC(N(C2=NC=CC=C12)C)=O (4-(3-methoxyphenyl)-1-methyl-1,8-naphthyridin-2(1H)-one). Solvent: CO (Methanol). Reaction conditions: time 2 hour. Yields the product OC=1C=C(C=CC1)C1=CC(N(C2=NC=CC=C12)C)=O (4-(3-hydroxyphenyl)-1-methyl-1,8-naphthyridin-2(1H)-one). The yield is 23.5%. RXN SMILES: B(Br)(Br)Br.ClCCl.C[O:9][C:10]1[CH:11]=[C:12]([C:16]2[C:25]3[C:20](=[N:21][CH:22]=[CH:23][CH:24]=3)[N:19]([CH3:26])[C:18](=[O:27])[CH:17]=2)[CH:13]=[CH:14][CH:15]=1>CO>[OH:9][C:10]1[CH:11]=[C:12]([C:16]2[C:25]3[C:20](=[N:21][CH:22]=[CH:23][CH:24]=3)[N:19]([CH3:26])[C:18](=[O:27])[CH:17]=2)[CH:13]=[CH:14][CH:15]=1. Reported procedure: A 1 M-dichloromethane solution of boron tribromide (25 ml, 25 mmol) was added to a dichloromethane solution (30 ml) of 4-(3-methoxyphenyl)-1-methyl-1,8-naphthyridin-2(1H)-one (1.3 g, 4.9 mmol) at -35° C., and the mixture was gradually warmed up to room temperature and then stirred at room temperature for 2 hours. Methanol (10 ml) was added to the reaction solution at -60° C., and the mixture was warmed up to room temperature and then stirred at room temperature for 30 minutes. The reaction solut... Conditions: time 18 hour. The product is N1(CCCC1)CCCC=1C=C2C(=NC=NN2C1)N (6-(3-(pyrrolidin-1-yl)propyl)pyrrolo[2,1-f][1,2,4]triazin-4-amine). RXN SMILES: [N:1]1([CH2:6][C:7]#[C:8][C:9]2[CH:10]=[C:11]3[N:16]([CH:17]=2)[N:15]=[CH:14][N:13]=[C:12]3[NH2:18])[CH2:5][CH2:4][CH2:3][CH2:2]1.[H][H]>[Pd].CO>[N:1]1([CH2:6][CH2:7][CH2:8][C:9]2[CH:10]=[C:11]3[N:16]([CH:17]=2)[N:15]=[CH:14][N:13]=[C:12]3[NH2:18])[CH2:2][CH2:3][CH2:4][CH2:5]1. The solvent is CO (methanol). Reagents/catalysts: [Pd] (palladium/carbon). Procedure details: In a round-bottom flask, the compound (269 mg, 1.14 mmol) prepared in Example 11, palladium/carbon (10%, 20 mg) and methanol (10 mL) was added and the atmosphere was replaced with hydrogen gas at 1 atm. After 18 hours, the mixture was filtered through celite and the celite pad was washed with methanol. The methanol was removed in vacuo to obtain the title compound (257 mg) having the following physical data. Isolated yield 91.9%. Reactants: N1(CCCC1)CC#CC=1C=C2C(=NC=NN2C1)N (6-(3-(pyrrolidin-1-yl)prop-1-ynyl)pyrrolo[2,1-f][1,2,4]triazin-4-amine), [H][H] (hydrogen). Reactants: COC=1C=C(C=CC(=O)N2CCOCC2)C=CC1OC (3,4dimethoxycinnamic acid morpholide), BrC1=CC=C(C=C1)CC(=O)O ((4-bromophenyl)-acetic acid). The product is C(=O)(O)CC1=CC=C(C=C1)/C(=C/C(=O)N1CCOCC1)/C1=CC(=C(C=C1)OC)OC (z-3-(4-Carboxymethylphenyl)-3-(3,4-dimethoxyphenyl)acrylic acid morpholide). RXN SMILES: [CH3:1][O:2][C:3]1[CH:4]=[C:5]([CH:16]=[CH:17][C:18]=1[O:19][CH3:20])[CH:6]=[CH:7][C:8]([N:10]1[CH2:15][CH2:14][O:13][CH2:12][CH2:11]1)=[O:9].Br[C:22]1[CH:27]=[CH:26][C:25]([CH2:28][C:29]([OH:31])=[O:30])=[CH:24][CH:23]=1>>[C:29]([CH2:28][C:25]1[CH:26]=[CH:27][C:22](/[C:6](/[C:5]2[CH:16]=[CH:17][C:18]([O:19][CH3:20])=[C:3]([O:2][CH3:1])[CH:4]=2)=[CH:7]/[C:8]([N:10]2[CH2:11][CH2:12][O:13][CH2:14][CH2:15]2)=[O:9])=[CH:23][CH:24]=1)([OH:31])=[O:30]. Reported procedure: This compound was obtained in analogy to the preceding Examples in the form of crystals, m.p. 192°-194° C., from 3,4dimethoxycinnamic acid morpholide and (4-bromophenyl)-acetic acid. Starting materials: BrC=1N(C2=NC(=NC(=C2N1)N)OCC1OCCC1)C1OCCCC1 (8-Bromo-2-[(tetrahydro-2-furanylmethyl)oxy]-9-(tetrahydro-2H-pyran-2-yl)-9H-purin-6-amine), C[O-].[Na+] (sodium methoxide). Solvent: CO (methanol), CO (methanol). The product is COC=1N(C2=NC(=NC(=C2N1)N)OCC1OCCC1)C1OCCCC1 (8-(Methoxy)-2-[(tetrahydro-2-furanylmethyl)oxy]-9-(tetrahydro-2H-Pyran-2-yl)-9H-purin-6-amine). Reaction SMILES: Br[C:2]1[N:3]([CH:19]2[CH2:24][CH2:23][CH2:22][CH2:21][O:20]2)[C:4]2[C:9]([N:10]=1)=[C:8]([NH2:11])[N:7]=[C:6]([O:12][CH2:13][CH:14]1[CH2:18][CH2:17][CH2:16][O:15]1)[N:5]=2.[CH3:25][O-:26].[Na+]>CO>[CH3:25][O:26][C:2]1[N:3]([CH:19]2[CH2:24][CH2:23][CH2:22][CH2:21][O:20]2)[C:4]2[C:9]([N:10]=1)=[C:8]([NH2:11])[N:7]=[C:6]([O:12][CH2:13][CH:14]1[CH2:18][CH2:17][CH2:16][O:15]1)[N:5]=2 |f:1.2|. Procedure: 8-Bromo-2-[(tetrahydro-2-furanylmethyl)oxy]-9-(tetrahydro-2H-pyran-2-yl)-9H-purin-6-amine (1.3748 g) was dissolved in methanol (10.2 mL) and treated with 25% (w/v) sodium methoxide in methanol (2.2 mL). This was heated to reflux under nitrogen for 3.5 hours. The reaction mixture was evaporated under reduced pressure to dryness and saturated ammonium chloride solution was added (100 mL). This was then extracted with ethyl acetate (100 mL, 3 times). The organic layers were combined and washed with... Reactants: S(=O)=O (sulfur dioxide), S(=O)=O (sulfur dioxide), P-acetoxy benzoic acid, S(=O)(Cl)Cl (thionylchloride), Cl (hydrogen chloride), C(C)(=O)OC1=CC=C(C(=O)O)C=C1 (p-acetoxy benzoic acid), Cl (hydrogen chloride), C(C)(=O)OC1=CC=C(C(=O)O)C=C1 (p-acetoxy benzoic acid). Solvent: CN(C=O)C (dimethylformamide). The product is C(C)(=O)OC1=CC=C(C(=O)Cl)C=C1 (p-acetoxy benzoic acid chloride). RXN SMILES: S(Cl)(Cl)=O.[ClH:5].S(=O)=O.[C:9]([O:12][C:13]1[CH:21]=[CH:20][C:16]([C:17](O)=[O:18])=[CH:15][CH:14]=1)(=[O:11])[CH3:10]>CN(C)C=O>[C:9]([O:12][C:13]1[CH:21]=[CH:20][C:16]([C:17]([Cl:5])=[O:18])=[CH:15][CH:14]=1)(=[O:11])[CH3:10]. Procedure: P-acetoxy benzoic acid 180.16 g (1.0 mol) was added to thionylchloride 500 ml, and dimethylformamide (DMF) 1 ml was dropped in as a catalyst and stirred, and when generation of hydrogen chloride and sulfur dioxide stopped and the reaction liquid cleared, p-acetoxy benzoic acid 180.16 g (1.0 mol) was added another 5 times, i.e. a total of 6.0 mol was added. After all 6.0 mol of the p-acetoxy benzoic acid was added and when the generation of hydrogen chloride and sulfur dioxide stopped, and the re... Starting materials: Br, COc1cccc(C(C)CN)c1, O. The product is CC(CN)c1cccc(O)c1. RXN SMILES: [BrH:13].[CH3:1][O:2][c:3]1[cH:4][c:5]([CH:9]([CH2:10][NH2:11])[CH3:12])[cH:6][cH:7][cH:8]1.[OH2:14]>>[OH:2][c:3]1[cH:4][c:5]([CH:9]([CH2:10][NH2:11])[CH3:12])[cH:6][cH:7][cH:8]1.